From a dataset of the Open Reaction Database (ORD), a public repository of structured organic reaction records. describe an organic reaction: reactants, conditions, products, and yield The reactants are Cl (Hydrochloric acid), C[O-].[Na+] (Sodium methoxide), C(C)(=O)C1=NC=CC=C1 (2-acetylpyridine), C(C1=CC=CC=C1)=O (benzaldehyde). The solvent is CO (methanol), O1CCCC1 (tetrahydrofuran). Run at time 15 hour. Product: C1=CC=C(C=C1)/C=C/C(=O)C2=CC=CC=N2 (3-phenyl-1-pyridin-2-yl-propenone). As a reaction SMILES: [C:1]([C:4]1[CH:9]=[CH:8][CH:7]=[CH:6][N:5]=1)(=[O:3])[CH3:2].[CH:10](=O)[C:11]1[CH:16]=[CH:15][CH:14]=[CH:13][CH:12]=1.C[O-].[Na+].Cl>CO.O1CCCC1>[CH:14]1[CH:15]=[CH:16][C:11](/[CH:10]=[CH:2]/[C:1]([C:4]2[N:5]=[CH:6][CH:7]=[CH:8][CH:9]=2)=[O:3])=[CH:12][CH:13]=1 |f:2.3|. Procedure details: To solution of 2-acetylpyridine 1a (10 mmol, 1 equiv.) and tetrahydrofuran (25 mL) is added benzaldehyde 1b (10 mmol, 1 equiv.). Sodium methoxide (12 mmol, 1.2 equiv.) in methanol (24 mL, 0.5M) is introduced into the reaction and is agitated for 15 hours at room temperature. Hydrochloric acid (1N) is added until a neutral pH is obtained. The solution is extracted with dichloromethane twice, and washed once with water. The combined organic layers are dried over MgSO4, and concentrated under reduc... Reactants: N(=[N+]=[N-])CC1=CN(C2=CC(=CC=C2C1=O)F)C1=C(C=CC=C1)F (3-azidomethyl-7-fluoro-1-(2-fluoro-phenyl)-1H-quinolin-4-one), Cl (HCl), ClC(C)Cl.C(C)(=O)OCC (dichloroethane ethyl acetate). The reagents and catalysts are [Pt](=O)=O (platinum (IV) oxide). Run at time 3 hour. Yields the product Cl.NCC1=CN(C2=CC(=CC=C2C1=O)F)C1=C(C=CC=C1)F (3-aminomethyl-7-fluoro-1-(2-fluoro-phenyl)-1H-quinolin-4-one hydrochloride salt). The yield is 67.0%. As a reaction SMILES: [N:1]([CH2:4][C:5]1[C:14](=[O:15])[C:13]2[C:8](=[CH:9][C:10]([F:16])=[CH:11][CH:12]=2)[N:7]([C:17]2[CH:22]=[CH:21][CH:20]=[CH:19][C:18]=2[F:23])[CH:6]=1)=[N+]=[N-].Cl.[Cl:25]C(Cl)C.C(OCC)(=O)C>[Pt](=O)=O>[ClH:25].[NH2:1][CH2:4][C:5]1[C:14](=[O:15])[C:13]2[C:8](=[CH:9][C:10]([F:16])=[CH:11][CH:12]=2)[N:7]([C:17]2[CH:22]=[CH:21][CH:20]=[CH:19][C:18]=2[F:23])[CH:6]=1 |f:2.3,5.6|. Procedure: In a 50 mL round bottom flask, 3-azidomethyl-7-fluoro-1-(2-fluoro-phenyl)-1H-quinolin-4-one (0.290 g, 0.929 mmol) was added platinum (IV) oxide (0.040 g, 0.176 mmol) and 4 N HCl (2 mL) in 1:1 dichloroethane-ethyl acetate (15 mL). The reaction was charged with 1 atm. H2 using a balloon and stirred at room temperature for 3 hr. The catalyst was filtered off and the filtrate evaporated to dryness to give 3-aminomethyl-7-fluoro-1-(2-fluoro-phenyl)-1H-quinolin-4-one hydrochloride salt (200 mg, 67% yi...